From a dataset of the Open Reaction Database (ORD), a public repository of structured organic reaction records. describe an organic reaction: reactants, conditions, products, and yield Starting materials: [Na+].OC1=CC=C(C=C1)S(=O)(=O)[O-] (4-hydroxybenzenesulfonic acid sodium salt), BrCC#CC1=CC=C(C=C1)Cl (1-(3-bromo-prop-1-ynyl)-4-chloro-benzene). Run in C(C)(C)O (isopropyl alcohol), [OH-].[Na+] (NaOH). Run at temperature 70 celsius. The product is ClC1=CC=C(C=C1)C#CCOC1=CC=C(C=C1)S(=O)(=O)O (4-[3-(4-chloro-phenyl)-prop-2-ynyloxy]-benzenesulfonic acid). Yield: 71.6%. Reaction SMILES: [Na+].[OH:2][C:3]1[CH:8]=[CH:7][C:6]([S:9]([O-:12])(=[O:11])=[O:10])=[CH:5][CH:4]=1.Br[CH2:14][C:15]#[C:16][C:17]1[CH:22]=[CH:21][C:20]([Cl:23])=[CH:19][CH:18]=1>C(O)(C)C.[OH-].[Na+]>[Cl:23][C:20]1[CH:21]=[CH:22][C:17]([C:16]#[C:15][CH2:14][O:2][C:3]2[CH:8]=[CH:7][C:6]([S:9]([OH:12])(=[O:10])=[O:11])=[CH:5][CH:4]=2)=[CH:18][CH:19]=1 |f:0.1,4.5|. Procedure details: To a solution of 4-hydroxybenzenesulfonic acid sodium salt (2.81 g, 12.11 mmol) in 50 mL of isopropyl alcohol, 11.8 mL 2N NaOH and 5.56 g (24.2 mmol, 2 eq) of 1-(3-bromo-prop-1-ynyl)-4-chloro-benzene was added. The solution was heated to 70° C. overnight. The reaction was cooled, concentrated in vacuo, filtered and air dried to afford 2.8 g (67%) of 4-[3-(4-chloro-phenyl)-prop-2-ynyloxy]-benzenesulfonic acid, sodium salt. Electrospray Mass Spec 321.3 (M−H)− Starting materials: BrC=1C=C(C=NC1Cl)C(=O)O (5-bromo-6-chloro-3-pyridinecarboxylic acid), Cl.N[C@H]1[C@@H](CCCC1)O ((1R,2R)-2-amino-cyclohexanol hydrochloride), OCCCCC(=O)N (5-hydroxyvaleramide), ClC1=CC=C(C=C1)B(O)O ((4-chloro-phenyl)-boronic acid). Product: C(N)(=O)CCCCOC1=NC=C(C(=O)N[C@H]2[C@@H](CCCC2)O)C=C1C1=CC=C(C=C1)Cl (6-(4-carbamoyl-butoxy)-5-(4-chloro-phenyl)-N-((1R,2R)-2-hydroxy-cyclohexyl)-nicotinamide). Reaction SMILES: Br[C:2]1[CH:3]=[C:4]([C:9]([OH:11])=O)[CH:5]=[N:6][C:7]=1Cl.[OH:12][CH2:13][CH2:14][CH2:15][CH2:16][C:17]([NH2:19])=[O:18].[Cl:20][C:21]1[CH:26]=[CH:25][C:24](B(O)O)=[CH:23][CH:22]=1.Cl.[NH2:31][C@@H:32]1[CH2:37][CH2:36][CH2:35][CH2:34][C@H:33]1[OH:38]>>[C:17]([CH2:16][CH2:15][CH2:14][CH2:13][O:12][C:7]1[C:2]([C:24]2[CH:25]=[CH:26][C:21]([Cl:20])=[CH:22][CH:23]=2)=[CH:3][C:4]([C:9]([NH:31][C@@H:32]2[CH2:37][CH2:36][CH2:35][CH2:34][C@H:33]2[OH:38])=[O:11])=[CH:5][N:6]=1)(=[O:18])[NH2:19] |f:3.4|. Procedure: The title compound was synthesized in analogy to Example 75, using 5-bromo-6-chloro-3-pyridinecarboxylic acid, 5-hydroxyvaleramide, (4-chloro-phenyl)-boronic acid and (1R,2R)-2-amino-cyclohexanol hydrochloride as starting materials to yield 6-(4-carbamoyl-butoxy)-5-(4-chloro-phenyl)-N-((1R,2R)-2-hydroxy-cyclohexyl)-nicotinamide. MS (ISP) 446.1 (M+H)+. Reactants: C(=O)(O)C1=CC=C(C=C1)C1=CC=CC=2N1C=NC2 (5-(p-carboxyphenyl)imidazo[1,5-a]pyridine), C([O-])(O)=O.[Na+] (sodium bicarbonate), C(C(=O)Cl)(=O)Cl (oxalyl chloride), C(C)(C)(C)N (tert-butylamine). The solvent is C(Cl)Cl (methylene chloride), CN(C=O)C (N,N-dimethylformamide). Conditions: time 90 minute. Yields the product C(C)(C)(C)NC(=O)C1=CC=C(C=C1)C1=CC=CC=2N1C=NC2 (5-(p-tert-Butylaminocarbonylphenyl)imidazo[1,5-a]pyridine). RXN SMILES: [C:1]([C:4]1[CH:9]=[CH:8][C:7]([C:10]2[N:15]3[CH:16]=[N:17][CH:18]=[C:14]3[CH:13]=[CH:12][CH:11]=2)=[CH:6][CH:5]=1)([OH:3])=O.C(Cl)(=O)C(Cl)=O.[C:25]([NH2:29])([CH3:28])([CH3:27])[CH3:26].C(=O)(O)[O-].[Na+]>C(Cl)Cl.CN(C)C=O>[C:25]([NH:29][C:1]([C:4]1[CH:9]=[CH:8][C:7]([C:10]2[N:15]3[CH:16]=[N:17][CH:18]=[C:14]3[CH:13]=[CH:12][CH:11]=2)=[CH:6][CH:5]=1)=[O:3])([CH3:28])([CH3:27])[CH3:26] |f:3.4|. Procedure details: To a slurry of 0.4 g of 5-(p-carboxyphenyl)imidazo[1,5-a]pyridine in 40 ml of methylene chloride under nitrogen at room temperature, is added 30 μl of N,N-dimethylformamide followed by 0.16 ml of oxalyl chloride. The reaction mixture is stirred until gas evolution is complete and 0.46 ml of tert-butylamine is added dropwise. Stirring is discontinued after 90 min and 10 ml of saturated sodium bicarbonate solution is added. The organic layer is separated, dried over sodium sulfate and evaporated t... Starting materials: ClC1=NC(=C(C(=O)NC2=CC(=C(C=C2)Cl)C2=NC=CC=C2)C=C1)C (6-chloro-N-(4-chloro-3-(pyridin-2-yl)phenyl)-2-methylnicotinamide), C(C(C)C)N (isobutylamine). Run in C(CCC)O (BuOH). Product: ClC1=C(C=C(C=C1)NC(C1=C(N=C(C=C1)NCC(C)C)C)=O)C1=NC=CC=C1 (N-(4-chloro-3-(pyridin-2-yl)phenyl)-6-(isobutylamino)-2-methylnicotinamide). Reaction SMILES: Cl[C:2]1[CH:23]=[CH:22][C:5]([C:6]([NH:8][C:9]2[CH:14]=[CH:13][C:12]([Cl:15])=[C:11]([C:16]3[CH:21]=[CH:20][CH:19]=[CH:18][N:17]=3)[CH:10]=2)=[O:7])=[C:4]([CH3:24])[N:3]=1.[CH2:25]([NH2:29])[CH:26]([CH3:28])[CH3:27]>C(O)CCC>[Cl:15][C:12]1[CH:13]=[CH:14][C:9]([NH:8][C:6](=[O:7])[C:5]2[CH:22]=[CH:23][C:2]([NH:29][CH2:25][CH:26]([CH3:28])[CH3:27])=[N:3][C:4]=2[CH3:24])=[CH:10][C:11]=1[C:16]1[CH:21]=[CH:20][CH:19]=[CH:18][N:17]=1. Procedure: Procedure F was performed using 50 mg of 6-chloro-N-(4-chloro-3-(pyridin-2-yl)phenyl)-2-methylnicotinamide and 70 μL of isobutylamine in 0.5 mL of BuOH. Purified by reverse phase HPLC to yield N-(4-chloro-3-(pyridin-2-yl)phenyl)-6-(isobutylamino)-2-methylnicotinamide. MS (Q1) 395.4 (M)+.